From a dataset of the Open Reaction Database (ORD), a public repository of structured organic reaction records. describe an organic reaction: reactants, conditions, products, and yield The reactants are C(C)(C)(C)C=1C=C(C=C(C1)C(C)(C)C)CBr (3,5-Bis(t-butyl)-1-(bromomethyl)benzene), N1(CCNCC1)C(=O)OC(C)(C)C (t-butyl piperazine carboxylate), C([O-])([O-])=O.[K+].[K+] (potassium carbonate). The solvent is CC(=O)C (acetone), CN(C)C=O (DMF). Reaction conditions: time 8 hour. Yields the product C(C)(C)(C)C=1C=C(C=C(C1)C(C)(C)C)CN1CCN(CC1)C(=O)OC(C)(C)C (t-butyl 4-{[3,5-bis(t-butyl)phenyl]methyl}piperazine carboxylate). Yield: 56.1%. Reaction SMILES: [C:1]([C:5]1[CH:6]=[C:7]([CH2:15]Br)[CH:8]=[C:9]([C:11]([CH3:14])([CH3:13])[CH3:12])[CH:10]=1)([CH3:4])([CH3:3])[CH3:2].[N:17]1([C:23]([O:25][C:26]([CH3:29])([CH3:28])[CH3:27])=[O:24])[CH2:22][CH2:21][NH:20][CH2:19][CH2:18]1.C(=O)([O-])[O-].[K+].[K+]>CC(C)=O.CN(C=O)C>[C:1]([C:5]1[CH:6]=[C:7]([CH2:15][N:20]2[CH2:19][CH2:18][N:17]([C:23]([O:25][C:26]([CH3:29])([CH3:28])[CH3:27])=[O:24])[CH2:22][CH2:21]2)[CH:8]=[C:9]([C:11]([CH3:14])([CH3:13])[CH3:12])[CH:10]=1)([CH3:4])([CH3:3])[CH3:2] |f:2.3.4|. Procedure: 3,5-Bis(t-butyl)-1-(bromomethyl)benzene (170 mg, 0.60 mmol), t-butyl piperazine carboxylate (102 mg, 0.55 mmol) and potassium carbonate (151 mg, 1.10 mmol) were dissolved in a solvent mixture of acetone (2 ml) and DMF (0.2 ml), and the mixture was stirred overnight while heated under reflux. The reaction mixture was extracted with ethyl acetate, dried over sodium sulfate, and then the filtrate was evaporated under reduced pressure. The concentrate was subjected to silica gel column chromatograph... The reactants are C (charcoal), OC1=C(C=NC2=CC=CC=C12)[N+](=O)[O-] (4-hydroxy-3-nitroquinoline), ClCCl (dichloromethane), P(=O)(Cl)(Cl)Cl (phosphorus oxychloride). Solvent: C(C)OCC (diethyl ether), CN(C=O)C (N,N-dimethylformamide). Run at temperature 20 celsius, time 30 minute. Product: CC(C)(C)NC1=C(C=NC2=CC=CC=C12)[N+](=O)[O-] (N-(1,1-dimethylethyl)-3-nitro-4-quinolinamine). Reaction SMILES: O[C:2]1[C:11]2[C:6](=[CH:7][CH:8]=[CH:9][CH:10]=2)[N:5]=[CH:4][C:3]=1[N+:12]([O-:14])=[O:13].ClCCl.P(Cl)(Cl)(Cl)=O.[CH4:23]>C(OCC)C.CN(C)C=O>[CH3:23][C:6]([NH:5][C:2]1[C:11]2[C:6](=[CH:7][CH:8]=[CH:9][CH:10]=2)[N:5]=[CH:4][C:3]=1[N+:12]([O-:14])=[O:13])([CH3:11])[CH3:7]. Procedure: A solution of 19 g (0.10 mole) of 4-hydroxy-3-nitroquinoline, 200 mL of dichloromethane, 10 mL of N,N-dimethylformamide and 10 mL of phosphorus oxychloride was stirred at about 20° C. for 30 minutes and then heated at its reflux temperature for 30 minutes. The solution was cooled to about 20° C. and diluted with 300 mL of diethyl ether. This solution was stirred for 30 minutes at 20° C., treated with decolorizing charcoal and filtered through celite. The filtrate was washed repeatedly with 200 m... Reaction SMILES: [Si]([O:18][CH2:19][C:20]1[C:21]([Cl:48])=[C:22]([N:27]2[CH:31]=[CH:30][CH:29]=[C:28]2[CH2:32][NH:33][C:34](=[O:47])[CH:35]=[CH:36][C:37]2[CH:42]=[CH:41][C:40]([C:43](=[O:46])[NH:44][CH3:45])=[CH:39][CH:38]=2)[CH:23]=[CH:24][C:25]=1[Cl:26])(C(C)(C)C)(C1C=CC=CC=1)C1C=CC=CC=1.[F-].C([N+](CCCC)(CCCC)CCCC)CCC>O1CCCC1>[Cl:48][C:21]1[C:20]([CH2:19][OH:18])=[C:25]([Cl:26])[CH:24]=[CH:23][C:22]=1[N:27]1[CH:31]=[CH:30][CH:29]=[C:28]1[CH2:32][NH:33][C:34](=[O:47])[CH:35]=[CH:36][C:37]1[CH:38]=[CH:39][C:40]([C:43](=[O:46])[NH:44][CH3:45])=[CH:41][CH:42]=1 |f:1.2|. Yield: 48.3%. Procedure: To a solution of 1-[3-(tert-butyldiphenylsilyloxymethyl)-2,4-dichlorophenyl]-2-[4-(methylcarbamoyl)cinnamoylaminomethyl]pyrrole (620 mg) in tetrahydrofuran (6 ml) was added 1N solution of tetrabutylammonium fluoride in tetrahydrofuran (2.5 ml). The mixture was stirred at ambient temperature for 6 hours and partitioned between ethyl acetate and water. The organic layer was isolated and the aqueous layer was extracted with ethyl acetate. The combined organic layers were washed with 1N hydrochloric... The solvent is O1CCCC1 (tetrahydrofuran), O1CCCC1 (tetrahydrofuran). The reactants are [Si](C1=CC=CC=C1)(C1=CC=CC=C1)(C(C)(C)C)OCC=1C(=C(C=CC1Cl)N1C(=CC=C1)CNC(C=CC1=CC=C(C=C1)C(NC)=O)=O)Cl (1-[3-(tert-butyldiphenylsilyloxymethyl)-2,4-dichlorophenyl]-2-[4-(methylcarbamoyl)cinnamoylaminomethyl]pyrrole), solution, [F-].C(CCC)[N+](CCCC)(CCCC)CCCC (tetrabutylammonium fluoride). The product is ClC1=C(C=CC(=C1CO)Cl)N1C(=CC=C1)CNC(C=CC1=CC=C(C=C1)C(NC)=O)=O (1-(2,4-dichloro-3-hydroxymethylphenyl)-2-[4-(methylcarbamoyl)cinnamoylaminomethyl]pyrrole). Reaction conditions: time 6 hour. The reactants are O=C(CBr)OCc1ccccc1, CC(C)CN, Cc1ccccc1. Product: CC(C)CNCC(=O)OCc1ccccc1. RXN SMILES: [Br:1][CH2:2][C:3](=[O:4])[O:5][CH2:6][c:7]1[cH:8][cH:9][cH:10][cH:11][cH:12]1.[CH2:13]([CH:14]([CH3:15])[CH3:16])[NH2:17].[CH3:18][c:19]1[cH:20][cH:21][cH:22][cH:23][cH:24]1>>[CH2:2]([C:3](=[O:4])[O:5][CH2:6][c:7]1[cH:8][cH:9][cH:10][cH:11][cH:12]1)[NH:17][CH2:13][CH:14]([CH3:15])[CH3:16]. Reactants: C(C1=CC=CC=C1)N1CC2=C(CC(C1=O)CC(=O)OC)C=CC(=C2)OCCCN(C(=O)OC(C)(C)C)C2=NC=CC=C2 (methyl (±)-2-benzyl-3-oxo-8-[3-[N-(pyridin-2-yl)-N-(tert-butoxycarbonyl)amino]-1-propyloxy]-2,3,4,5-tetrahydro-1H-2-benzazepine-4-acetate), N1=C(C=CC=C1)NCCCOC1=CC2=C(CC(C(NC2)=O)CC(=O)OCC)C=C1 (ethyl (±)-8-[3-(2-pyridylamino)-1-propyloxy]-3-oxo-2,3,4,5-tetrahydro-1H-2-benzazepine-4-acetate). The product is C(C1=CC=CC=C1)N1CC2=C(CC(C1=O)CC(=O)O)C=CC(=C2)OCCCN(C(=O)OC(C)(C)C)C2=NC=CC=C2 ((±)-2-Benzyl-3-oxo-8-[3-[N-(pyridin-2-yl)-N-(tert-butoxycarbonyl)amino)-1-propyloxy]-2,3,4,5-tetrahydro-1H-2-benzazepine-4-acetic acid). As a reaction SMILES: [CH2:1]([N:8]1[C:14](=[O:15])[CH:13]([CH2:16][C:17]([O:19]C)=[O:18])[CH2:12][C:11]2[CH:21]=[CH:22][C:23]([O:25][CH2:26][CH2:27][CH2:28][N:29]([C:37]3[CH:42]=[CH:41][CH:40]=[CH:39][N:38]=3)[C:30]([O:32][C:33]([CH3:36])([CH3:35])[CH3:34])=[O:31])=[CH:24][C:10]=2[CH2:9]1)[C:2]1[CH:7]=[CH:6][CH:5]=[CH:4][CH:3]=1.N1C=CC=CC=1NCCCOC1C=CC2CC(CC(OCC)=O)C(=O)NCC=2C=1>>[CH2:1]([N:8]1[C:14](=[O:15])[CH:13]([CH2:16][C:17]([OH:19])=[O:18])[CH2:12][C:11]2[CH:21]=[CH:22][C:23]([O:25][CH2:26][CH2:27][CH2:28][N:29]([C:37]3[CH:42]=[CH:41][CH:40]=[CH:39][N:38]=3)[C:30]([O:32][C:33]([CH3:34])([CH3:35])[CH3:36])=[O:31])=[CH:24][C:10]=2[CH2:9]1)[C:2]1[CH:7]=[CH:6][CH:5]=[CH:4][CH:3]=1. Procedure details: According to the procedure of Example 1(c), except substituting methyl (±)-2-benzyl-3-oxo-8-[3-[N-(pyridin-2-yl)-N-(tert-butoxycarbonyl)amino]-1-propyloxy]-2,3,4,5-tetrahydro-1H-2-benzazepine-4-acetate for the ethyl (±)-8-[3-(2-pyridylamino)-1-propyloxy]-3-oxo-2,3,4,5-tetrahydro-1H-2-benzazepine-4-acetate, the title compound (0.044 g, quantitative) was prepared: MS (ES) m/e 560.3 (M+H)+.